This data is from the Open Reaction Database (ORD), a public repository of structured organic reaction records. The task is: describe an organic reaction: reactants, conditions, products, and yield Starting materials: [OH-].[K+] (KOH), N1C=NC2=C1C=C(C=C2)N2C(C(=C(C2C2=CC=C(C=C2)OC2CCCCC2)C)O)=O (1-(1H-Benzo[d]imidazol-6-yl)-5-(4-(cyclohexyloxy)phenyl)-3-hydroxy-4-methyl-1H-pyrrol-2(5H)-one), CC1=CC=C(C=C1)S(=O)(=O)N(C)N=O (diazald), C(CO)O.CCOCC (ethylene glycol Et2O). Solvent: CO (MeOH). Yields the product N1C=NC2=C1C=C(C=C2)N2C(C(=C(C2C2=CC=C(C=C2)OC2CCCCC2)C)OC)=O (1-(1H-Benzo[d]imidazol-6-yl)-5-(4-(cyclohexyloxy)phenyl)-3-methoxy-4-methyl-1H-pyrrol-2(5H)-one). Reaction SMILES: [OH-].[K+].[CH3:3]C1C=CC(S(N(N=O)C)(=O)=O)=CC=1.C(O)CO.CCOCC.[NH:26]1[C:30]2[CH:31]=[C:32]([N:35]3[CH:39]([C:40]4[CH:45]=[CH:44][C:43]([O:46][CH:47]5[CH2:52][CH2:51][CH2:50][CH2:49][CH2:48]5)=[CH:42][CH:41]=4)[C:38]([CH3:53])=[C:37]([OH:54])[C:36]3=[O:55])[CH:33]=[CH:34][C:29]=2[N:28]=[CH:27]1>CO>[NH:26]1[C:30]2[CH:31]=[C:32]([N:35]3[CH:39]([C:40]4[CH:41]=[CH:42][C:43]([O:46][CH:47]5[CH2:52][CH2:51][CH2:50][CH2:49][CH2:48]5)=[CH:44][CH:45]=4)[C:38]([CH3:53])=[C:37]([O:54][CH3:3])[C:36]3=[O:55])[CH:33]=[CH:34][C:29]=2[N:28]=[CH:27]1 |f:0.1,3.4|. Reported procedure: The compound was synthesized starting from KOH (15 eq in water), diazald (8 eq), ethylene glycol/Et2O (1/2 v/v, 30 ml), 1-(1H-Benzo[d]imidazol-6-yl)-5-(4-(cyclohexyloxy)phenyl)-3-hydroxy-4-methyl-1H-pyrrol-2(5H)-one (0.500 g, 1.24 mmol, 1 eq) and MeOH (10 ml); yield: 0.050 g (10%); MS m/z: 418.2 [M+H]+; 1H-NMR: (400 MHz, CDCl3) δ: 7.90 (s, 1H), 7.78 (s, 1H), 7.5 (s, 1H), 7.26 (s, 2H), 7.06 (d, 2H), 6.76 (d, 2H), 5.24 (s, 1H), 4.07 (d, 4H), 1.80 (d, 2H), 1.76 (d, 5H), 1.45 (d, 3H), 1.30 (d, 4H); ... Reactants: C1(=CC=CC=C1)S(=O)(=O)N (Benzenesulphonamide), C1(CCCC1)OC(=O)NC=1C=CC2=C(N(CCO2)CC2=C(C=C(C(=O)O)C=C2)OC)C1 (4-[6-(cyclopentyloxycarbonyl)amino-2,3-dihydrobenz-1,4-oxazin-4-ylmethyl]-3-methoxybenzoic acid), Cl.CN(CCCN=C=NCC)C (1-(3-dimethylaminopropyl)-3-ethylcarbodiimide hydrochloride). The reagents and catalysts are CN(C1=CC=NC=C1)C (4-(dimethylamino)pyridine). The solvent is ClCCl (dichloromethane), ClCCl (dichloromethane). Run at time 21 hour. Product: C1(CCCC1)OC(=O)NC=1C=CC2=C(N(CCO2)CC2=C(C=C(C(=O)NS(=O)(=O)C3=CC=CC=C3)C=C2)OC)C1 (N-[4-[6-(Cyclopentyloxycarbonyl)amino-2,3-dihydrobenz-1,4-oxazin-4-ylmethyl]-3-methoxybenzoyl]benzenesulphonamide). The yield is 53.5%. RXN SMILES: [C:1]1([S:7]([NH2:10])(=[O:9])=[O:8])[CH:6]=[CH:5][CH:4]=[CH:3][CH:2]=1.[CH:11]1([O:16][C:17]([NH:19][C:20]2[CH:21]=[CH:22][C:23]3[O:28][CH2:27][CH2:26][N:25]([CH2:29][C:30]4[CH:38]=[CH:37][C:33]([C:34](O)=[O:35])=[CH:32][C:31]=4[O:39][CH3:40])[C:24]=3[CH:41]=2)=[O:18])[CH2:15][CH2:14][CH2:13][CH2:12]1.Cl.CN(C)CCCN=C=NCC>CN(C)C1C=CN=CC=1.ClCCl>[CH:11]1([O:16][C:17]([NH:19][C:20]2[CH:21]=[CH:22][C:23]3[O:28][CH2:27][CH2:26][N:25]([CH2:29][C:30]4[CH:38]=[CH:37][C:33]([C:34]([NH:10][S:7]([C:1]5[CH:6]=[CH:5][CH:4]=[CH:3][CH:2]=5)(=[O:9])=[O:8])=[O:35])=[CH:32][C:31]=4[O:39][CH3:40])[C:24]=3[CH:41]=2)=[O:18])[CH2:15][CH2:14][CH2:13][CH2:12]1 |f:2.3|. Reported procedure: Benzenesulphonamide (0.037 g.) was added to a stirred solution of 4-[6-(cyclopentyloxycarbonyl)amino-2,3-dihydrobenz-1,4-oxazin-4-ylmethyl]-3-methoxybenzoic acid (0.1 g.), 1-(3-dimethylaminopropyl)-3-ethylcarbodiimide hydrochloride (0.046 g.) and 4-(dimethylamino)pyridine (0.029 g.) in dichloromethane (5 ml.), under an atmosphere of nitrogen. The mixture was stirred for 21 hours and then diluted with dichloromethane. This mixture was washed successively with 1M hydrochloric acid (2×10 ml.), 5% w... Yields the product CS(=O)(=O)Nc1ccc(OCC2CCN(c3cc([N+](=O)[O-])ccn3)CC2)cc1. As a reaction SMILES: [C:30](=[O:31])([OH:32])[O-:33].[CH2:35]([OH:36])[CH2:37][CH2:38][CH3:39].[Cl:20][c:21]1[n:22][cH:23][cH:24][c:25]([N+:27](=[O:28])[O-:29])[cH:26]1.[NH:1]1[CH2:2][CH2:3][CH:4]([CH2:7][O:8][c:9]2[cH:10][cH:11][c:12]([NH:15][S:16](=[O:17])(=[O:18])[CH3:19])[cH:13][cH:14]2)[CH2:5][CH2:6]1.[Na+:34]>>[N:1]1([c:21]2[n:22][cH:23][cH:24][c:25]([N+:27](=[O:28])[O-:29])[cH:26]2)[CH2:2][CH2:3][CH:4]([CH2:7][O:8][c:9]2[cH:10][cH:11][c:12]([NH:15][S:16](=[O:17])(=[O:18])[CH3:19])[cH:13][cH:14]2)[CH2:5][CH2:6]1. The reactants are O=C([O-])O, CCCCO, O=[N+]([O-])c1ccnc(Cl)c1, CS(=O)(=O)Nc1ccc(OCC2CCNCC2)cc1, [Na+]. Starting materials: CCOC(=O)c1c(Br)nn2c(-c3c(OC)cc(COC)cc3OC)csc12, CCO, [Na+], [OH-]. Product: COCc1cc(OC)c(-c2csc3c(C(=O)O)c(Br)nn23)c(OC)c1. Reaction SMILES: [Br:1][c:2]1[n:3][n:4]2[c:5]([s:6][cH:7][c:8]2-[c:9]2[c:10]([O:20][CH3:21])[cH:11][c:12]([CH2:17][O:18][CH3:19])[cH:13][c:14]2[O:15][CH3:16])[c:22]1[C:23](=[O:24])[O:25][CH2:26][CH3:27].[CH3:30][CH2:31][OH:32].[Na+:29].[OH-:28]>>[Br:1][c:2]1[n:3][n:4]2[c:5]([s:6][cH:7][c:8]2-[c:9]2[c:10]([O:20][CH3:21])[cH:11][c:12]([CH2:17][O:18][CH3:19])[cH:13][c:14]2[O:15][CH3:16])[c:22]1[C:23](=[O:24])[OH:25]. The reactants are CC1=NC=C(C(=C1O)C=O)CO.Cl (Pyridoxal hydrochloride), [OH-].[NH4+] (ammonium hydroxide), C1(=CC=CC=C1)C(=O)C(=O)C1=CC=CC=C1 (Benzil), C(C)(=O)[O-].[NH4+] (ammonium acetate). The solvent is CS(=O)C (DMSO), CS(=O)C (DMSO). Run at temperature 100 celsius, time 100 minute. Product: C1(=CC=CC=C1)C=1N=C(NC1C1=CC=CC=C1)C1=C(C(=NC=C1CO)C)O (4-(4,5-Diphenyl-1H-imidazol-2-yl)-5-hydroxymethyl-2-methyl-pyridin-3-ol). Reaction SMILES: [C:1]1([C:7]([C:9]([C:11]2[CH:16]=[CH:15][CH:14]=[CH:13][CH:12]=2)=O)=O)[CH:6]=[CH:5][CH:4]=[CH:3][CH:2]=1.C([O-])(=O)C.[NH4+:21].[CH3:22][C:23]1[C:28]([OH:29])=[C:27]([CH:30]=O)[C:26]([CH2:32][OH:33])=[CH:25][N:24]=1.Cl.[OH-].[NH4+:36]>CS(C)=O>[C:1]1([C:7]2[N:21]=[C:30]([C:27]3[C:26]([CH2:32][OH:33])=[CH:25][N:24]=[C:23]([CH3:22])[C:28]=3[OH:29])[NH:36][C:9]=2[C:11]2[CH:16]=[CH:15][CH:14]=[CH:13][CH:12]=2)[CH:6]=[CH:5][CH:4]=[CH:3][CH:2]=1 |f:1.2,3.4,5.6|. Procedure details: Benzil (2.10 g, 10 mmol), ammonium acetate (11.5 g, 150 mmol) were dissolved in DMSO (60 mL) and heated to 100° C. Pyridoxal hydrochloride (4.1 g, 20 mmol) in DMSO (50 mL) was added drop wise and after 100 min stirring at 100° C. the reaction mixture was poured into icewater (300 mL) and aq. ammonium hydroxide solution (50 mL). The precipitate was filtered off, washed with water (100 mL), dissolved in ethyl acetate (150 mL) and extracted with water (2×50 mL). The organic layer was dried over MgS...